From a dataset of the Open Reaction Database (ORD), a public repository of structured organic reaction records. describe an organic reaction: reactants, conditions, products, and yield Reactants: CO, Cc1[nH]cnc1CN1CCc2c(c3cccc(F)c3n2C)C1=O, O=C(O)c1ccccc1. The product is Cc1[nH]cnc1CN1CCc2c(c3cccc(F)c3n2C)C1=O, O=C(O)c1ccccc1. As a reaction SMILES: [CH3:33][OH:34].[F:1][c:2]1[cH:3][cH:4][cH:5][c:6]2[c:7]3[c:8]([n:9]([CH3:11])[c:10]12)[CH2:12][CH2:13][N:14]([CH2:17][c:18]1[n:19][cH:20][nH:21][c:22]1[CH3:23])[C:15]3=[O:16].[OH:24][C:25](=[O:26])[c:27]1[cH:28][cH:29][cH:30][cH:31][cH:32]1>>[F:1][c:2]1[cH:3][cH:4][cH:5][c:6]2[c:7]3[c:8]([n:9]([CH3:11])[c:10]12)[CH2:12][CH2:13][N:14]([CH2:17][c:18]1[n:19][cH:20][nH:21][c:22]1[CH3:23])[C:15]3=[O:16].[O:24]=[C:25]([OH:26])[c:27]1[cH:28][cH:29][cH:30][cH:31][cH:32]1. The reactants are C1CCOC1, COC(=O)c1cc(C(O)(C(C)c2ccc(F)cc2Cl)C(F)(F)F)ccn1, CO, [Li+], [OH-]. Product: CC(c1ccc(F)cc1Cl)C(O)(c1ccnc(C(=O)O)c1)C(F)(F)F. As a reaction SMILES: [CH2:29]1[O:30][CH2:31][CH2:32][CH2:33]1.[CH3:1][O:2][C:3](=[O:4])[c:5]1[n:6][cH:7][cH:8][c:9]([C:11]([CH:12]([CH3:13])[c:14]2[c:15]([Cl:21])[cH:16][c:17]([F:20])[cH:18][cH:19]2)([C:22]([F:23])([F:24])[F:25])[OH:26])[cH:10]1.[CH3:34][OH:35].[Li+:27].[OH-:28]>>[O:2]=[C:3]([OH:4])[c:5]1[n:6][cH:7][cH:8][c:9]([C:11]([CH:12]([CH3:13])[c:14]2[c:15]([Cl:21])[cH:16][c:17]([F:20])[cH:18][cH:19]2)([C:22]([F:23])([F:24])[F:25])[OH:26])[cH:10]1. Reactants: ClC1=NC(=NC(=N1)Cl)N1[C@H](COCC1)C ((S)-4-(4,6-dichloro-1,3,5-triazin-2-yl)-3-methylmorpholine), CNC(=O)NC1=CC=C(C=C1)B1OC(C(O1)(C)C)(C)C (1-methyl-3-(4-(4,4,5,5-tetramethyl-1,3,2-dioxaborolan-2-yl)phenyl)urea), bis(triphenylphosphene)palladium(II) dichloride, C(=O)([O-])[O-].[Na+].[Na+] (Na2CO3). Run in COCCOC (DME), C(Cl)Cl (DCM). Reaction conditions: temperature 90 celsius. Yields the product ClC1=NC(=NC(=N1)N1[C@H](COCC1)C)C1=CC=C(C=C1)NC(=O)NC ((S)-1-(4-(4-chloro-6-(3-methylmorpholino)-1,3,5-triazin-2-yl)phenyl)-3-methylurea). Reaction SMILES: Cl[C:2]1[N:7]=[C:6]([Cl:8])[N:5]=[C:4]([N:9]2[CH2:14][CH2:13][O:12][CH2:11][C@@H:10]2[CH3:15])[N:3]=1.[CH3:16][NH:17][C:18]([NH:20][C:21]1[CH:26]=[CH:25][C:24](B2OC(C)(C)C(C)(C)O2)=[CH:23][CH:22]=1)=[O:19].C([O-])([O-])=O.[Na+].[Na+]>COCCOC.C(Cl)Cl>[Cl:8][C:6]1[N:5]=[C:4]([N:9]2[CH2:14][CH2:13][O:12][CH2:11][C@@H:10]2[CH3:15])[N:3]=[C:2]([C:24]2[CH:23]=[CH:22][C:21]([NH:20][C:18]([NH:17][CH3:16])=[O:19])=[CH:26][CH:25]=2)[N:7]=1 |f:2.3.4|. Procedure details: A mixture of (S)-4-(4,6-dichloro-1,3,5-triazin-2-yl)-3-methylmorpholine (step (i) example 1) (4 g, 16.1 mmol), 1-methyl-3-(4-(4,4,5,5-tetramethyl-1,3,2-dioxaborolan-2-yl)phenyl)urea (4.67 g, 16.1 mmol), bis(triphenylphosphene)palladium(II) dichloride (0.66 g, 0.8 mmol) and 2M Na2CO3 (8 ml, 19.6 mmol) in DME (32 ml) was heated in the microwave at 90° C. for 90 minutes. The mixture was diluted with DCM (200 mL), washed with water (200 mL), the organic layer passed through a PTFE hydrophobic frit a...